This data is from the Open Reaction Database (ORD), a public repository of structured organic reaction records. The task is: describe an organic reaction: reactants, conditions, products, and yield The reactants are C[Zn]C, Cc1ccccc1, COc1nc(Cl)nc(Cl)n1, C1COCCO1, O. The product is COc1nc(C)nc(Cl)n1. RXN SMILES: [CH3:11][Zn:12][CH3:13].[CH3:14][c:15]1[cH:16][cH:17][cH:18][cH:19][cH:20]1.[Cl:1][c:2]1[n:3][c:4]([O:9][CH3:10])[n:5][c:6]([Cl:8])[n:7]1.[O:22]1[CH2:23][CH2:24][O:25][CH2:26][CH2:27]1.[OH2:21]>>[Cl:1][c:2]1[n:3][c:4]([O:9][CH3:10])[n:5][c:6]([CH3:11])[n:7]1.